From a dataset of the Open Reaction Database (ORD), a public repository of structured organic reaction records. describe an organic reaction: reactants, conditions, products, and yield Procedure: In 11.5 ml of methanol, is dissolved 1.16 g of 6-cyano-2,2-dimethyl-4-(1,2-dihydro-2-oxo-5-t-butyldimethylsilyloxymethyl-1-pyridinyl)-2H-benzo[b]pyran obtained in Example 13. Then, 2.87 ml of 4N hydrochloric acid in dioxane is added to the solution at 0° C., and reacted at room temperature for 1.5 hours. After stopping the reaction by adding water, the reaction mixture is extracted with ethyl acetate. The organic layer is washed with saturated aqueous solution of sodium chloride and dried over a... The reactants are C(#N)C1=CC2=C(OC(C=C2N2C(C=CC(=C2)CO[Si](C)(C)C(C)(C)C)=O)(C)C)C=C1 (6-cyano-2,2-dimethyl-4-(1,2-dihydro-2-oxo-5-t-butyldimethylsilyloxymethyl-1-pyridinyl}-2H-benzo[b]pyran), Cl (hydrochloric acid), O (water). Yield: 94.5%. As a reaction SMILES: [C:1]([C:3]1[CH:30]=[CH:29][C:6]2[O:7][C:8]([CH3:28])([CH3:27])[CH:9]=[C:10]([N:11]3[CH:16]=[C:15]([CH2:17][O:18][Si](C(C)(C)C)(C)C)[CH:14]=[CH:13][C:12]3=[O:26])[C:5]=2[CH:4]=1)#[N:2].Cl.O>CO.O1CCOCC1>[C:1]([C:3]1[CH:30]=[CH:29][C:6]2[O:7][C:8]([CH3:27])([CH3:28])[CH:9]=[C:10]([N:11]3[CH:16]=[C:15]([CH2:17][OH:18])[CH:14]=[CH:13][C:12]3=[O:26])[C:5]=2[CH:4]=1)#[N:2]. Run in CO (methanol), O1CCOCC1 (dioxane). Product: C(#N)C1=CC2=C(OC(C=C2N2C(C=CC(=C2)CO)=O)(C)C)C=C1 (6-cyano-2,2-dimethyl-4-(1,2-dihydro-2-oxo-5-hydroxymethyl-1-pyridinyl)-2H-benzo[b]pyran).